This data is from the Open Reaction Database (ORD), a public repository of structured organic reaction records. The task is: describe an organic reaction: reactants, conditions, products, and yield Reactants: CCc1c(OC)cc(C2CN(C)CC2CC(=O)[O-])cc1OC, O=C(OC(=O)C(F)(F)F)C(F)(F)F, [Na+], [OH-], O=C(O)C(F)(F)F. The product is CCc1c(OC)cc2c(c1OC)C(=O)CC1CN(C)CC21. As a reaction SMILES: [CH2:1]([CH3:2])[c:3]1[c:4]([O:21][CH3:22])[cH:5][c:6]([CH:11]2[CH:12]([CH2:17][C:18](=[O:19])[O-:20])[CH2:13][N:14]([CH3:16])[CH2:15]2)[cH:7][c:8]1[O:9][CH3:10].[F:30][C:31]([F:32])([F:33])[C:34]([O:35][C:36](=[O:37])[C:38]([F:39])([F:40])[F:41])=[O:42].[Na+:44].[OH-:43].[OH:23][C:24]([C:25]([F:26])([F:27])[F:28])=[O:29]>>[CH2:1]([CH3:2])[c:3]1[c:4]([O:21][CH3:22])[cH:5][c:6]2[c:7]([c:8]1[O:9][CH3:10])[C:18](=[O:20])[CH2:17][CH:12]1[CH:11]2[CH2:15][N:14]([CH3:16])[CH2:13]1. Reactants: FC=1C(=NC=C(C1)F)CO ((3,5-difluoropyridin-2-yl)methanol), S(=O)(Cl)Cl (thionyl chloride). Reagents/catalysts: CN(C=O)C (N,N-dimethylformamide). Solvent: ClCCl (dichloromethane). Conditions: time 1 hour. The product is Cl.ClCC1=NC=C(C=C1F)F (2-(chloromethyl)-3,5-difluoropyridine hydrochloride). The yield is 85.5%. RXN SMILES: [F:1][C:2]1[C:3]([CH2:9]O)=[N:4][CH:5]=[C:6]([F:8])[CH:7]=1.S(Cl)([Cl:13])=O>ClCCl.CN(C)C=O>[ClH:13].[Cl:13][CH2:9][C:3]1[C:2]([F:1])=[CH:7][C:6]([F:8])=[CH:5][N:4]=1 |f:4.5|. Procedure: To a solution of (3,5-difluoropyridin-2-yl)methanol (Almedia et al., WO 08/117,050) (2.15 g, 14.8 mmol) in dichloromethane (20 mL) at 0° C. was added N,N-dimethylformamide (2 drops) and thionyl chloride (2.0 mL, 27 mmol). The solution was stirred at ambient temperature for 1 h and concentrated in vacuo to afford 2-(chloromethyl)-3,5-difluoropyridine hydrochloride (2.31 g, 78%) as a brown oil: Rf=0.71 (EtOAc/Hexanes, 1/1). Starting materials: C(C)C1=CC=C(C=C1)C1=COC2=C1C(=C(C(=C2C)C)N)C (3-(4-ethylphenyl)-4,6,7-trimethyl-1-benzofuran-5-amine). The solvent is CCCCCC (hexane). The product is C(C)C1=CC=C(C=C1)C1COC2=C1C(=C(C(=C2C)C)N)C (3-(4-Ethylphenyl)-4,6,7-trimethyl-2,3-dihydro-1-benzofuran-5-amine). Isolated yield 80.0%. As a reaction SMILES: [CH2:1]([C:3]1[CH:8]=[CH:7][C:6]([C:9]2[C:13]3[C:14]([CH3:21])=[C:15]([NH2:20])[C:16]([CH3:19])=[C:17]([CH3:18])[C:12]=3[O:11][CH:10]=2)=[CH:5][CH:4]=1)[CH3:2]>CCCCCC>[CH2:1]([C:3]1[CH:8]=[CH:7][C:6]([CH:9]2[C:13]3[C:14]([CH3:21])=[C:15]([NH2:20])[C:16]([CH3:19])=[C:17]([CH3:18])[C:12]=3[O:11][CH2:10]2)=[CH:5][CH:4]=1)[CH3:2]. Procedure details: Using 3-(4-ethylphenyl)-4,6,7-trimethyl-1-benzofuran-5-amine obtained in Reference Example 311, the title compound was synthesized in the same manner as in Reference Example 144. Yield 80%. Melting point: 88-89° C. (hexane). Reactants: C(C)OC(=O)C1=CC(=NO1)\C=C\C=1C(=NOC1C)CCCC (3-[(E)-2-(3-butyl-5-methyl-isoxazol-4-yl)-vinyl]-isoxazole-5-carboxylic acid ethyl ester), C(O)CN (ethanolamine), N12CCCN=C2NCCC1 (1,5,7-triazabicyclo[4.4.0]dec-5-ene). Solvent: C1(=CC=CC=C1)C (toluene). Reaction conditions: time 8 hour. Yields the product OCCNC(=O)C1=CC(=NO1)\C=C\C=1C(=NOC1C)CCCC (3-[(E)-2-(3-Butyl-5-methyl-isoxazol-4-yl)-vinyl]-isoxazole-5-carboxylic acid (2-hydroxy-ethyl)-amide). The yield is 27.2%. RXN SMILES: C(O[C:4]([C:6]1[O:10][N:9]=[C:8](/[CH:11]=[CH:12]/[C:13]2[C:14]([CH2:19][CH2:20][CH2:21][CH3:22])=[N:15][O:16][C:17]=2[CH3:18])[CH:7]=1)=[O:5])C.[CH2:23]([CH2:25][NH2:26])[OH:24].N12CCCNC1=NCCC2>C1(C)C=CC=CC=1>[OH:24][CH2:23][CH2:25][NH:26][C:4]([C:6]1[O:10][N:9]=[C:8](/[CH:11]=[CH:12]/[C:13]2[C:14]([CH2:19][CH2:20][CH2:21][CH3:22])=[N:15][O:16][C:17]=2[CH3:18])[CH:7]=1)=[O:5]. Reported procedure: To a solution of 3-[(E)-2-(3-butyl-5-methyl-isoxazol-4-yl)-vinyl]-isoxazole-5-carboxylic acid ethyl ester (70 mg, 0.23 mmol) and ethanolamine (28 mg, 0.46 mmol) in toluene (1 mL) was added 1,5,7-triazabicyclo[4.4.0]dec-5-ene (10 mg, 0.07 mmol) and the reaction stirred under argon overnight at room temperature. Then silica (1 g) was added and the mixture evaporated and the residue purified by chromatography (silica, dichloromethane:methanol=9:1 to 7:3) to afford the title compound (20 mg, 27%) wh... Reactants: N1(C=NC=C1)CCCCCCCCC1=CC=C(S1)C(CCC(=O)O)=O (4-{5-[8-(1-Imidazolyl)-octyl]-thien-2-yl}-4-oxo-butyric acid), O.NN (hydrazine hydrate). The solvent is O (water). Conditions: temperature 90 celsius, time 2 hour. Product: N1(C=NC=C1)CCCCCCCCC1=CC=C(S1)C=1CCC(NN1)=O (6-{5-[8-(1-Imidazolyl)-octyl]-thien-2-yl}-3-oxo-2,3,4,5-tetrahydro-pyridazine). RXN SMILES: [N:1]1([CH2:6][CH2:7][CH2:8][CH2:9][CH2:10][CH2:11][CH2:12][CH2:13][C:14]2[S:18][C:17]([C:19](=O)[CH2:20][CH2:21][C:22]([OH:24])=O)=[CH:16][CH:15]=2)[CH:5]=[CH:4][N:3]=[CH:2]1.O.[NH2:27][NH2:28]>O>[N:1]1([CH2:6][CH2:7][CH2:8][CH2:9][CH2:10][CH2:11][CH2:12][CH2:13][C:14]2[S:18][C:17]([C:19]3[CH2:20][CH2:21][C:22](=[O:24])[NH:27][N:28]=3)=[CH:16][CH:15]=2)[CH:5]=[CH:4][N:3]=[CH:2]1 |f:1.2|. Procedure: 1.8 g of 4-{5-[8-(1-Imidazolyl)-octyl]-thien-2-yl}-4-oxo-butyric acid are suspended in 10 ml of water, 0.26 g of hydrazine hydrate are added and the mixture is stirred at 90° C. for 2 hours. After the mixture has been cooled, the precipitate formed is filtered off with suction, washed with water and dried. The reactants are C(C)(C)(C)OC(CC(=O)CCl)=O (t-butyl-4-chloroacetoacetate). Solvent: C(Cl)(Cl)Cl (CHCl3). Product: C(C)(C)(C)OC(C[C@H](CCl)O)=O (t-butyl-4-chloro-3(R)-hydroxybutyrate). RXN SMILES: [C:1]([O:5][C:6](=[O:12])[CH2:7][C:8]([CH2:10][Cl:11])=[O:9])([CH3:4])([CH3:3])[CH3:2]>C(Cl)(Cl)Cl>[C:1]([O:5][C:6](=[O:12])[CH2:7][C@@H:8]([OH:9])[CH2:10][Cl:11])([CH3:4])([CH3:2])[CH3:3]. Reported procedure: The procedure of example 369 was repeated using t-butyl-4-chloroacetoacetate as the substrate to give t-butyl-4-chloro-3(R)-hydroxybutyrate, [α]D23 +18.09° (c, 5.1 CHCl3).